Dataset: the Open Reaction Database (ORD), a public repository of structured organic reaction records. Task: describe an organic reaction: reactants, conditions, products, and yield Starting materials: [H-].[Na+] (Sodium hydride), C(CC(=O)OC(C)(C)C)(=O)OC(C)(C)C (di-t-butyl malonate), FC1=C(C(=C(C=C1)[N+](=O)[O-])OC1=CC=CC=C1)F (1,2-difluoro-4-nitro-3-(phenyloxy)benzene). Solvent: C1CCOC1 (THF), C1CCOC1 (THF). Reaction conditions: time 2 hour. The product is FC1=C(C=CC(=C1OC1=CC=CC=C1)[N+](=O)[O-])C(C(=O)OC(C)(C)C)C(=O)OC(C)(C)C (bis(1,1-dimethylethyl) [2-fluoro-4-nitro-3-(phenyloxy)phenyl]propanedioate). The yield is 12.5%. Reaction SMILES: [H-].[Na+].[C:3]([O:13][C:14]([CH3:17])([CH3:16])[CH3:15])(=[O:12])[CH2:4][C:5]([O:7][C:8]([CH3:11])([CH3:10])[CH3:9])=[O:6].F[C:19]1[CH:24]=[CH:23][C:22]([N+:25]([O-:27])=[O:26])=[C:21]([O:28][C:29]2[CH:34]=[CH:33][CH:32]=[CH:31][CH:30]=2)[C:20]=1[F:35]>C1COCC1>[F:35][C:20]1[C:21]([O:28][C:29]2[CH:34]=[CH:33][CH:32]=[CH:31][CH:30]=2)=[C:22]([N+:25]([O-:27])=[O:26])[CH:23]=[CH:24][C:19]=1[CH:4]([C:5]([O:7][C:8]([CH3:9])([CH3:10])[CH3:11])=[O:6])[C:3]([O:13][C:14]([CH3:17])([CH3:16])[CH3:15])=[O:12] |f:0.1|. Procedure details: Sodium hydride (60% oil dispersion) (3.75 g, 94 mmol) was added in portions to a solution of di-t-butyl malonate (10.49 ml, 46.9 mmol) in THF (200 mL). After gas evolution subsided, a solution of 1,2-difluoro-4-nitro-3-(phenyloxy)benzene (10.70 g, 42.6 mmol) in THF (100 mL) was added. The mixture was stirred at room temperature for 2 hrs. The reaction mixture was poured into ice and extracted with ethyl acetate. The organic layer was dried over sodium sulfate and the solvent was evaporated. Chro...